This data is from the Open Reaction Database (ORD), a public repository of structured organic reaction records. The task is: describe an organic reaction: reactants, conditions, products, and yield The reactants are O=C(O)c1ccc(Br)cc1Br, O=C(O)CN(CCN(CC(=O)O)CC(=O)O)CC(=O)O, CCOC(C)=O, [Cu], N. Yields the product Nc1cc(Br)ccc1C(=O)O. Reaction SMILES: [Br:2][c:3]1[c:4]([C:5](=[O:6])[OH:7])[cH:8][cH:9][c:10]([Br:12])[cH:11]1.[CH2:13]([N:14]([CH2:16][C:17]([OH:18])=[O:19])[CH2:20][C:21]([OH:22])=[O:23])[CH2:24][N:15]([CH2:25][C:26]([OH:27])=[O:28])[CH2:29][C:30]([OH:31])=[O:32].[CH3:33][CH2:34][O:35][C:36](=[O:37])[CH3:38].[Cu:39].[NH3:1]>>[c:3]1([NH2:15])[c:4]([C:5](=[O:6])[OH:7])[cH:8][cH:9][c:10]([Br:12])[cH:11]1. The reactants are CN1C(=O)CCC1CO[Si](C)(C)C(C)(C)C, C1CCOC1. The product is CN1C(=O)CCC1CO. As a reaction SMILES: [C:1]([Si:2]([CH3:3])([CH3:4])[O:6][CH2:7][CH:8]1[CH2:9][CH2:10][C:11](=[O:14])[N:12]1[CH3:13])([CH3:5])([CH3:15])[CH3:16].[CH2:17]1[O:18][CH2:19][CH2:20][CH2:21]1>>[OH:6][CH2:7][CH:8]1[CH2:9][CH2:10][C:11](=[O:14])[N:12]1[CH3:13]. The reactants are C(C)(C)(C)[Li] (t-Butyl lithium), BrC=1C=C2C=CNC2=CC1 (5-Bromoindole), C(C1=CC=CC=C1)(=O)Cl (benzoyl chloride). Solvent: C1CCOC1 (THF), C1CCOC1 (THF). Reaction conditions: time 30 minute. Yields the product N1C=CC2=CC(=CC=C12)C(=O)C1=CC=CC=C1 (1H-Indol-5-yl-phenylmethanone). Isolated yield 35.4%. Reaction SMILES: Br[C:2]1[CH:3]=[C:4]2[C:8](=[CH:9][CH:10]=1)[NH:7][CH:6]=[CH:5]2.C([Li])(C)(C)C.[C:16](Cl)(=[O:23])[C:17]1[CH:22]=[CH:21][CH:20]=[CH:19][CH:18]=1>C1COCC1>[NH:7]1[C:8]2[C:4](=[CH:3][C:2]([C:16]([C:17]3[CH:22]=[CH:21][CH:20]=[CH:19][CH:18]=3)=[O:23])=[CH:10][CH:9]=2)[CH:5]=[CH:6]1. Procedure details: 5-Bromoindole(1.0 g, 5.10 mmol) was dissolved in THF (10 mL) and the resulting solution was cooled to −78° C. t-Butyl lithium (1.7 M in pentane, 10.5 mL, 17.9 mmol) was added dropwise and the solution stirred for 30 minutes before being added to a solution of benzoyl chloride (0.86 g, 6.12 mmol) in THF (10 mL) at −78° C. via cannula. The reaction mixture was allowed to warm to room temperature and was stirred overnight and was then quenched with saturated ammonium chloride and diluted with ethyl... Starting materials: [BH4-], CO, [Na+], O=Cc1ccn(-c2ccsc2)c(=O)c1. Yields the product O=c1cc(CO)ccn1-c1ccsc1. Reaction SMILES: [BH4-:15].[CH3:17][OH:18].[Na+:16].[s:1]1[cH:2][c:3](-[n:6]2[c:7](=[O:14])[cH:8][c:9]([CH:12]=[O:13])[cH:10][cH:11]2)[cH:4][cH:5]1>>[s:1]1[cH:2][c:3](-[n:6]2[c:7](=[O:14])[cH:8][c:9]([CH2:12][OH:13])[cH:10][cH:11]2)[cH:4][cH:5]1. Starting materials: N1CCOCC1 (Morpholine), C(C)(=O)C=1C=CC2=C(CCO2)C1 (2,3-dihydro-5-acetylbenzofuran), [S] (sulfur), C1(=CC=C(C=C1)S(=O)(=O)O)C (p-toluene sulfonic acid). The solvent is CO (methanol). Conditions: time 3 hour. Yields the product O1CCC2=C1C=CC(=C2)CC(=S)N2CCOCC2 (2,3-dihydrobenzofuran-5-ylthioacetic acid morpholide). As a reaction SMILES: [NH:1]1[CH2:6][CH2:5][O:4][CH2:3][CH2:2]1.[C:7]([C:10]1[CH:11]=[CH:12][C:13]2[O:17][CH2:16][CH2:15][C:14]=2[CH:18]=1)(=O)[CH3:8].[S].C1(C)C=CC([S:26](O)(=O)=O)=CC=1>CO>[O:17]1[C:13]2[CH:12]=[CH:11][C:10]([CH2:7][C:8]([N:1]3[CH2:6][CH2:5][O:4][CH2:3][CH2:2]3)=[S:26])=[CH:18][C:14]=2[CH2:15][CH2:16]1 |^3:18|. Procedure: Morpholine (1.5 ml), 2,3-dihydro-5-acetylbenzofuran (2.0 g), sulfur (0.395 g) and p-toluene sulfonic acid (0.060 g) were heated at reflux. After 3 hours, the reaction mixture was cooled and 6 ml of methanol added. This solution was further cooled which precipitated the morpholide. The precipitate was filtered and washed with cold methanol to give 2,3-dihydrobenzofuran-5-ylthioacetic acid morpholide, m.p.--144°-147° C.